This data is from the Open Reaction Database (ORD), a public repository of structured organic reaction records. The task is: describe an organic reaction: reactants, conditions, products, and yield The reactants are CS(=O)(=O)c1ccc(Br)cc1, O=[N+]([O-])O. Yields the product CS(=O)(=O)c1ccc(Br)c([N+](=O)[O-])c1. As a reaction SMILES: [CH3:1][S:2](=[O:3])(=[O:4])[c:5]1[cH:6][cH:7][c:8]([Br:11])[cH:9][cH:10]1.[OH:12][N+:13]([O-:14])=[O:15]>>[CH3:1][S:2](=[O:3])(=[O:4])[c:5]1[cH:6][cH:7][c:8]([Br:11])[c:9]([N+:13](=[O:12])[O-:14])[cH:10]1. Reactants: [Li+].C[Si](C)(C)[N-][Si](C)(C)C (LiHMDS), N1C(=NC2=C1C=CC=C2)CC(=O)OCC (ethyl 1H-benzimidazol-2-ylacetate), NC=1SC=CC1C#N (2-aminothiophene-3-carbonitrile). The solvent is C1CCOC1 (THF). Conditions: time 1 hour. The product is NC=1C2=C(NC(C1C1=NC3=C(N1)C=CC=C3)=O)SC=C2 (4-Amino-5-(1H-benzimidazol-2-yl)thieno[2,3-b]pyridin-6(7H)-one). Reaction SMILES: [Li+].C[Si]([N-][Si](C)(C)C)(C)C.[NH:11]1[C:15]2[CH:16]=[CH:17][CH:18]=[CH:19][C:14]=2[N:13]=[C:12]1[CH2:20][C:21]([O:23]CC)=O.[NH2:26][C:27]1[S:28][CH:29]=[CH:30][C:31]=1[C:32]#[N:33]>C1COCC1>[NH2:33][C:32]1[C:31]2[CH:30]=[CH:29][S:28][C:27]=2[NH:26][C:21](=[O:23])[C:20]=1[C:12]1[NH:11][C:15]2[CH:16]=[CH:17][CH:18]=[CH:19][C:14]=2[N:13]=1 |f:0.1|. Procedure details: LiHMDS (4.3 eq) was added to ethyl 1H-benzimidazol-2-ylacetate (1.1 eq) and 2-aminothiophene-3-carbonitrile (1.0 eq) in THF at 0° C. After 1 hour, the resulting mixture was warmed to room temperature and then stirred overnight. The mixture was quenched with an aqueous saturated NH4Cl solution and extracted with EtOAc. The organic layer was washed with H2O and brine, dried over Na2SO4, filtered, and concentrated in vacuo to yield a brown solid. LC/MS m/z 283.1 (MH+), Rt 1.88 minutes. The reactants are C(CCCCCCCCC)ONC1=CC=CC=C1 (decyloxyaniline), Cl.O1CCOCC1 (HCl dioxane), ClC1=NN=C(C2=CC=CC=C12)CC1=CC=NC=C1 (1-chloro-4-(4-pyridylmethyl)phthalazine). Solvent: C(C)O (ethanol). Run at time 3 minute. The product is C(CCCCCCCCC)OC=1C=C(NC2=NN=C(C3=CC=CC=C23)CC2=CC=NC=C2)C=CC1 (1-(3-Decyloxyanilino)-4-(4-pyridylmethyl)phthalazine). Reaction SMILES: [CH2:1](ONC1C=CC=CC=1)[CH2:2][CH2:3][CH2:4][CH2:5][CH2:6][CH2:7][CH2:8]CC.Cl[C:20]1[C:29]2[C:24](=[CH:25][CH:26]=[CH:27][CH:28]=2)[C:23]([CH2:30][C:31]2[CH:36]=[CH:35][N:34]=[CH:33][CH:32]=2)=[N:22][N:21]=1.Cl.O1[CH2:43][CH2:42][O:41][CH2:40][CH2:39]1>C(O)C>[CH2:40]([O:41][C:42]1[CH:43]=[C:20]([CH:29]=[CH:28][CH:27]=1)[NH:21][C:20]1[C:29]2[C:24](=[CH:25][CH:26]=[CH:27][CH:28]=2)[C:23]([CH2:30][C:31]2[CH:36]=[CH:35][N:34]=[CH:33][CH:32]=2)=[N:22][N:21]=1)[CH2:39][CH2:8][CH2:7][CH2:6][CH2:5][CH2:4][CH2:3][CH2:2][CH3:1] |f:2.3|. Reported procedure: To 262 mg (1.05 mmol) decyloxyaniline (Salor) in 5 ml ethanol, 0.26 ml HCl/dioxane 4N is added, the mixture stirred for 3 min, and then 256 mg (1.00 mmol) 1-chloro-4-(4-pyridylmethyl)phthalazine (Example 67A.1) is added. After 2 h boiling under reflux, the mixture is cooled and concentrated by evaporation. The residue is stirred with 6 ml NH3 solution (10% in water or 10 ml sat. NaHCO3 solution) and 15 ml dichloromethane/methanol 50:1 for 30 min. The aqueous phase is then separated off and extra... Reactants: Cl, O=C(OCc1ccc(F)cc1)c1ccc(OCc2ccc(F)cc2)c(F)c1, [K+], C1COCCO1, [OH-], O. Product: O=C(O)c1ccc(OCc2ccc(F)cc2)c(F)c1. Reaction SMILES: [ClH:30].[F:1][c:2]1[cH:3][cH:4][c:5]([CH2:6][O:7][C:8]([c:9]2[cH:10][c:11]([F:24])[c:12]([O:15][CH2:16][c:17]3[cH:18][cH:19][c:20]([F:23])[cH:21][cH:22]3)[cH:13][cH:14]2)=[O:25])[cH:26][cH:27]1.[K+:29].[O:31]1[CH2:32][CH2:33][O:34][CH2:35][CH2:36]1.[OH-:28].[OH2:37]>>[O:7]=[C:8]([c:9]1[cH:10][c:11]([F:24])[c:12]([O:15][CH2:16][c:17]2[cH:18][cH:19][c:20]([F:23])[cH:21][cH:22]2)[cH:13][cH:14]1)[OH:25]. Starting materials: C(C1=CC=CC=C1)OC=1C=C(C(=O)OC)C=CC1 (methyl 3-benzyloxybenzoate), [OH-].[K+] (potassium hydroxide), CO (methanol). Solvent: O (water). Yields the product C(C1=CC=CC=C1)OC=1C=C(C(=O)O)C=CC1 (3-Benzyloxybenzoic acid). Reaction SMILES: [CH2:1]([O:8][C:9]1[CH:10]=[C:11]([CH:16]=[CH:17][CH:18]=1)[C:12]([O:14]C)=[O:13])[C:2]1[CH:7]=[CH:6][CH:5]=[CH:4][CH:3]=1.[OH-].[K+].CO>O>[CH2:1]([O:8][C:9]1[CH:10]=[C:11]([CH:16]=[CH:17][CH:18]=1)[C:12]([OH:14])=[O:13])[C:2]1[CH:3]=[CH:4][CH:5]=[CH:6][CH:7]=1 |f:1.2|. Procedure: A mixture of methyl 3-benzyloxybenzoate (23.9 g; 0.099 mol), potassium hydroxide (8.42 g; 0.15 mol) and methanol (100 cm3) was stirred at room temperature until a small sample in water gave a clear solution (˜18 hrs). The solution was then evaporated to dryness and the colourless solid residue dissolved in water (100 cm3) and the resulting stirred solution was acidified slowly with 50% sulphuric acid (30 cm3). After stirring for ˜30 minutes, the crystalline precipitate was filtered, washed with ... Starting materials: CBr, C[O-], CO, COC(=O)CC(=O)c1ccc(Cl)cc1, Cl, [Na+]. Product: COC(=O)C(C)C(=O)c1ccc(Cl)cc1. As a reaction SMILES: [CH3:15][Br:16].[CH3:17][O-:18].[CH3:21][OH:22].[Cl:1][c:2]1[cH:3][cH:4][c:5]([C:6](=[O:7])[CH2:8][C:9](=[O:10])[O:11][CH3:12])[cH:13][cH:14]1.[ClH:20].[Na+:19]>>[Cl:1][c:2]1[cH:3][cH:4][c:5]([C:6](=[O:7])[CH:8]([C:9](=[O:10])[O:11][CH3:12])[CH3:15])[cH:13][cH:14]1. The reactants are [Li]CCCC (n-BuLi), C1CCOC1 (THF), [Li]CCCC (BuLi), [N+](=O)([O-])C1=CC=C(CN2C(=NC(=C2C=O)Cl)CCCC)C=C1 (1-(4-nitrobenzyl)-2-butyl-4-chloroimidazole-5-aldehyde). Reagents/catalysts: [Cl-].C(C1=CC=CC=C1)[P+](C1=CC=CC=C1)(C1=CC=CC=C1)C1=CC=CC=C1 (benzyltriphenylphosphonium chloride). Conditions: time 10 minute. The product is [N+](=O)([O-])C1=CC=C(CN2C(=NC(=C2C=CC2=CC=CC=C2)Cl)CCCC)C=C1 (1-(4-nitrobenzyl)-2-butyl-4-chloro-5-(2-phenylethen-1-yl)imidazole). As a reaction SMILES: [Li][CH2:2][CH2:3][CH2:4][CH3:5].[N+:6]([C:9]1[CH:27]=[CH:26][C:12]([CH2:13][N:14]2[C:18]([CH:19]=O)=[C:17]([Cl:21])[N:16]=[C:15]2[CH2:22][CH2:23][CH2:24][CH3:25])=[CH:11][CH:10]=1)([O-:8])=[O:7].[CH2:28]1[CH2:32]OC[CH2:29]1>[Cl-].C([P+](C1C=CC=CC=1)(C1C=CC=CC=1)C1C=CC=CC=1)C1C=CC=CC=1>[N+:6]([C:9]1[CH:27]=[CH:26][C:12]([CH2:13][N:14]2[C:18]([CH:19]=[CH:5][C:4]3[CH:32]=[CH:28][CH:29]=[CH:2][CH:3]=3)=[C:17]([Cl:21])[N:16]=[C:15]2[CH2:22][CH2:23][CH2:24][CH3:25])=[CH:11][CH:10]=1)([O-:8])=[O:7] |f:3.4|. Reported procedure: A solution of 0.4 g of benzyltriphenylphosphonium chloride in 20 mL of dried THF was cooled to -30°. To the above solution was added 0.65 mL of 1.6M n-BuLi dropwise. As the BuLi was added the solution turned to deep orange color. After stirring for 10 min. at -30°, 0.32 g of 1-(4-nitrobenzyl)-2-butyl-4-chloroimidazole-5-aldehyde was added and the reaction mixture was allowed to warm up to room temperature and stirred at room temperature for 2 hours. The reaction mixture was quenched with 2 mL of...